From a dataset of the Open Reaction Database (ORD), a public repository of structured organic reaction records. describe an organic reaction: reactants, conditions, products, and yield Product: c1ccc2nc(N3CCNCC3)ccc2c1. RXN SMILES: [CH2:1]1[CH2:2][NH:3][CH2:4][CH2:5][NH:6]1.[Cl:7][c:8]1[n:9][c:10]2[cH:11][cH:12][cH:13][cH:14][c:15]2[cH:16][cH:17]1.[Na+:18].[OH:19][C:20](=[O:21])[O-:22].[OH:23][CH2:24][CH2:25][OH:26]>>[CH2:1]1[CH2:2][N:3]([c:8]2[n:9][c:10]3[cH:11][cH:12][cH:13][cH:14][c:15]3[cH:16][cH:17]2)[CH2:4][CH2:5][NH:6]1. Reactants: C1CNCCN1, Clc1ccc2ccccc2n1, [Na+], O=C([O-])O, OCCO. The reactants are NC1=C2C(=CC(=CC2=CC(=C1)S(=O)(=O)O)S(=O)(=O)O)O (5-amino-4-hydroxynaphthalene-2,7-disulfonic acid), ClC1=NC(=NC(=N1)Cl)Cl (2,4,6-trichloro-s-triazine), 3-(2-sulfate ethylsulfonyl)aniline. Product: C=1C=CC=2C(C1)=CC=CC2O (naphthol). Reaction SMILES: N[C:2]1[CH:11]=[C:10](S(O)(=O)=O)[CH:9]=[C:8]2[C:3]=1[C:4]([OH:20])=[CH:5][C:6](S(O)(=O)=O)=[CH:7]2.ClC1N=C(Cl)N=C(Cl)N=1>>[CH:10]1[CH:11]=[CH:2][C:3]2[C:8](=[CH:7][CH:6]=[CH:5][C:4]=2[OH:20])[CH:9]=1. Reported procedure: In an aqueous solvent, 31.9 parts of 5-amino-4-hydroxynaphthalene-2,7-disulfonic acid was condensed with 18.4 parts of 2,4,6-trichloro-s-triazine according to a normal method and the resultant condensate was condensed with 28.1 parts of 3-(2-sulfate ethylsulfonyl)aniline according to a normal method to obtain a naphthol derivative.